This data is from the Open Reaction Database (ORD), a public repository of structured organic reaction records. The task is: describe an organic reaction: reactants, conditions, products, and yield The reactants are COc1cc(COC2CN(C(=O)OC(C)(C)C)CC(OCC(O)Cn3ccnc3)C2c2ccc(OCCCOc3ccccc3[N+](=O)[O-])cc2)cc2ccccc12, CO, Cl. Product: COc1cc(COC2CNCC(OCC(O)Cn3ccnc3)C2c2ccc(OCCCOc3ccccc3[N+](=O)[O-])cc2)cc2ccccc12. RXN SMILES: [C:1]([O:2][C:3](=[O:4])[N:8]1[CH2:9][CH:10]([O:48][CH2:49][CH:50]([CH2:51][n:52]2[cH:53][n:54][cH:55][cH:56]2)[OH:57])[CH:11]([c:28]2[cH:29][cH:30][c:31]([O:34][CH2:35][CH2:36][CH2:37][O:38][c:39]3[c:40]([N+:45](=[O:46])[O-:47])[cH:41][cH:42][cH:43][cH:44]3)[cH:32][cH:33]2)[CH:12]([O:14][CH2:15][c:16]2[cH:17][c:18]3[cH:19][cH:20][cH:21][cH:22][c:23]3[c:24]([O:26][CH3:27])[cH:25]2)[CH2:13]1)([CH3:5])([CH3:6])[CH3:7].[CH3:59][OH:60].[ClH:58]>>[NH:8]1[CH2:9][CH:10]([O:48][CH2:49][CH:50]([CH2:51][n:52]2[cH:53][n:54][cH:55][cH:56]2)[OH:57])[CH:11]([c:28]2[cH:29][cH:30][c:31]([O:34][CH2:35][CH2:36][CH2:37][O:38][c:39]3[c:40]([N+:45](=[O:46])[O-:47])[cH:41][cH:42][cH:43][cH:44]3)[cH:32][cH:33]2)[CH:12]([O:14][CH2:15][c:16]2[cH:17][c:18]3[cH:19][cH:20][cH:21][cH:22][c:23]3[c:24]([O:26][CH3:27])[cH:25]2)[CH2:13]1.